This data is from the Open Reaction Database (ORD), a public repository of structured organic reaction records. The task is: describe an organic reaction: reactants, conditions, products, and yield Starting materials: CC(C)(C)OC(=O)N1CCCC1C(=O)O, ClCCl, CN(C)c1ccncc1, C(=NC1CCCCC1)=NC1CCCCC1, CC1(C)C2CCC1(CS(=O)(=O)O)C(=O)C2, OCCCc1cccnc1. Product: CC(C)(C)OC(=O)N1CCCC1C(=O)OCCCc1cccnc1. As a reaction SMILES: [C:1]([CH3:2])([CH3:3])([CH3:4])[O:5][C:6](=[O:7])[N:8]1[CH:9]([C:10](=[O:11])[OH:12])[CH2:13][CH2:14][CH2:15]1.[CH2:65]([Cl:66])[Cl:67].[CH3:56][N:57]([CH3:58])[c:59]1[cH:60][cH:61][n:62][cH:63][cH:64]1.[CH:26]1([N:27]=[C:28]=[N:29][CH:30]2[CH2:31][CH2:32][CH2:33][CH2:34][CH2:35]2)[CH2:36][CH2:37][CH2:38][CH2:39][CH2:40]1.[O:41]=[S:42](=[O:43])([OH:44])[CH2:45][C:46]12[CH2:47][CH2:48][CH:49]([C:50]1([CH3:51])[CH3:52])[CH2:53][C:54]2=[O:55].[n:16]1[cH:17][c:18]([CH2:22][CH2:23][CH2:24][OH:25])[cH:19][cH:20][cH:21]1>>[C:1]([CH3:2])([CH3:3])([CH3:4])[O:5][C:6](=[O:7])[N:8]1[CH:9]([C:10](=[O:11])[O:12][CH2:24][CH2:23][CH2:22][c:18]2[cH:17][n:16][cH:21][cH:20][cH:19]2)[CH2:13][CH2:14][CH2:15]1. Reactants: [OH-].[Na+] (NaOH), [N+](=O)([O-])C=1C=C2C(CCOC2=CC1)=O (6-nitro-4-chromanone), C(C)O (ethanol), Cl.NO (hydroxylamine hydrochloride). The solvent is O (H2O). Run at time 25 minute. Product: [N+](=O)([O-])C=1C=C2C(CCOC2=CC1)=NO (6-Nitro-4-chromanone Oxime). As a reaction SMILES: Cl.[NH2:2][OH:3].[OH-].[Na+].[N+:6]([C:9]1[CH:10]=[C:11]2[C:16](=[CH:17][CH:18]=1)[O:15][CH2:14][CH2:13][C:12]2=O)([O-:8])=[O:7].C(O)C>O>[N+:6]([C:9]1[CH:10]=[C:11]2[C:16](=[CH:17][CH:18]=1)[O:15][CH2:14][CH2:13][C:12]2=[N:2][OH:3])([O-:8])=[O:7] |f:0.1,2.3|. Procedure details: A solution of 79 g (1.14 mole) of hydroxylamine hydrochloride in 770 ml of H2O, contained in a 2 l. Erlenmeyer flask, was treated with 619 ml of 10% NaOH, 150 g (0.78 mole) of 6-nitro-4-chromanone and enough ethanol (750 ml) to produce a solution at the boiling point. The reaction mixture was boiled for 25 min., cooled to 50° over 2 hrs., and filtered. The filtrate was refrigerated overnight and filtered. The tan crystalline solid was washed with 200 ml of ethanol and dried, m.p. 173°-178°. Yiel... The reactants are CCOC(=O)c1cn2nc(N3CCN(C(=O)c4cc(F)ccc4C(F)(F)F)CC3)ccc2n1, NCCCC1CC1. The product is O=C(NCCCC1CC1)c1cn2nc(N3CCN(C(=O)c4cc(F)ccc4C(F)(F)F)CC3)ccc2n1. As a reaction SMILES: [CH2:8]([O:10][C:11](=[O:9])[c:13]1[n:14][c:15]2[n:16]([n:17][c:18]([N:21]3[CH2:22][CH2:23][N:24]([C:27]([c:28]4[c:29]([C:35]([F:36])([F:37])[F:38])[cH:30][cH:31][c:32]([F:34])[cH:33]4)=[O:39])[CH2:25][CH2:26]3)[cH:19][cH:20]2)[cH:40]1)[CH3:12].[CH:1]1([CH2:4][CH2:5][CH2:6][NH2:7])[CH2:2][CH2:3]1>>[CH:1]1([CH2:4][CH2:5][CH2:6][NH:7][C:11](=[O:10])[c:13]2[n:14][c:15]3[n:16]([n:17][c:18]([N:21]4[CH2:22][CH2:23][N:24]([C:27]([c:28]5[c:29]([C:35]([F:36])([F:37])[F:38])[cH:30][cH:31][c:32]([F:34])[cH:33]5)=[O:39])[CH2:25][CH2:26]4)[cH:19][cH:20]3)[cH:40]2)[CH2:2][CH2:3]1. Reactants: COC(=O)c1ccc(F)cc1, [H-], [Na+], CN(C)C=O, O, c1ccc2[nH]cnc2c1. The product is COC(=O)c1ccc(-n2cnc3ccccc32)cc1. As a reaction SMILES: [F:12][c:13]1[cH:14][cH:15][c:16]([C:17](=[O:18])[O:19][CH3:20])[cH:21][cH:22]1.[H-:10].[Na+:11].[O:23]=[CH:24][N:25]([CH3:26])[CH3:27].[OH2:28].[cH:1]1[cH:2][cH:3][c:4]2[nH:5][cH:6][n:7][c:8]2[cH:9]1>>[cH:1]1[cH:2][cH:3][c:4]2[n:5](-[c:13]3[cH:14][cH:15][c:16]([C:17](=[O:18])[O:19][CH3:20])[cH:21][cH:22]3)[cH:6][n:7][c:8]2[cH:9]1.